Dataset: the Open Reaction Database (ORD), a public repository of structured organic reaction records. Task: describe an organic reaction: reactants, conditions, products, and yield Reactants: CNCc1c(C)oc2ccccc12, CCN(C(C)C)C(C)C, O=C(O)C=Cc1cnc2c(c1)OCC(=O)N2, CN(C)C=O, O, On1nnc2ccccc21. The product is Cc1oc2ccccc2c1CN(C)C(=O)C=Cc1cnc2c(c1)OCC(=O)N2. As a reaction SMILES: [CH3:1][NH:2][CH2:3][c:4]1[c:5]([CH3:13])[o:6][c:7]2[c:8]1[cH:9][cH:10][cH:11][cH:12]2.[CH:40]([N:41]([CH:42]([CH3:43])[CH3:44])[CH2:45][CH3:46])([CH3:47])[CH3:48].[O:14]=[C:15]1[NH:16][c:17]2[c:18]([cH:21][c:22]([CH:25]=[CH:26][C:27](=[O:28])[OH:29])[cH:23][n:24]2)[O:19][CH2:20]1.[O:49]=[CH:50][N:51]([CH3:52])[CH3:53].[OH2:54].[OH:30][n:31]1[c:32]2[cH:33][cH:34][cH:35][cH:36][c:37]2[n:38][n:39]1>>[CH3:1][N:2]([CH2:3][c:4]1[c:5]([CH3:13])[o:6][c:7]2[c:8]1[cH:9][cH:10][cH:11][cH:12]2)[C:27]([CH:26]=[CH:25][c:22]1[cH:21][c:18]2[c:17]([n:24][cH:23]1)[NH:16][C:15](=[O:14])[CH2:20][O:19]2)=[O:28].